From a dataset of the Open Reaction Database (ORD), a public repository of structured organic reaction records. describe an organic reaction: reactants, conditions, products, and yield Starting materials: ClCCl, Cn1ncc(COc2ccc(CO)cc2)c1-c1ccc(F)cc1, COC(=O)CCc1ccc(NS(=O)(=O)c2ccccc2[N+](=O)[O-])cc1, CCOC(=O)N=NC(=O)OCC, c1ccc(P(c2ccccc2)c2ccccc2)cc1. Yields the product COC(=O)CCc1ccc(N(Cc2ccc(OCc3cnn(C)c3-c3ccc(F)cc3)cc2)S(=O)(=O)c2ccccc2[N+](=O)[O-])cc1. As a reaction SMILES: [Cl:80][CH2:81][Cl:82].[F:26][c:27]1[cH:28][cH:29][c:30](-[c:33]2[c:34]([CH2:39][O:40][c:41]3[cH:42][cH:43][c:44]([CH2:47][OH:48])[cH:45][cH:46]3)[cH:35][n:36][n:37]2[CH3:38])[cH:31][cH:32]1.[N+:1](=[O:2])([O-:3])[c:4]1[c:5]([S:10](=[O:11])(=[O:12])[NH:13][c:14]2[cH:15][cH:16][c:17]([CH2:20][CH2:21][C:22](=[O:23])[O:24][CH3:25])[cH:18][cH:19]2)[cH:6][cH:7][cH:8][cH:9]1.[O:68]=[C:69]([O:70][CH2:71][CH3:72])[N:73]=[N:74][C:75]([O:76][CH2:77][CH3:78])=[O:79].[c:49]1([P:50]([c:51]2[cH:52][cH:53][cH:54][cH:55][cH:56]2)[c:57]2[cH:58][cH:59][cH:60][cH:61][cH:62]2)[cH:63][cH:64][cH:65][cH:66][cH:67]1>>[N+:1](=[O:2])([O-:3])[c:4]1[c:5]([S:10](=[O:11])(=[O:12])[N:13]([c:14]2[cH:15][cH:16][c:17]([CH2:20][CH2:21][C:22](=[O:23])[O:24][CH3:25])[cH:18][cH:19]2)[CH2:47][c:44]2[cH:43][cH:42][c:41]([O:40][CH2:39][c:34]3[c:33](-[c:30]4[cH:29][cH:28][c:27]([F:26])[cH:32][cH:31]4)[n:37]([CH3:38])[n:36][cH:35]3)[cH:46][cH:45]2)[cH:6][cH:7][cH:8][cH:9]1. The reactants are CC(=O)c1ccc2c(c1)ncn2-c1cccc(N2CCN(C(C)=NO)CC2)c1, COCCOC, [Na+], [OH-]. Yields the product CC(=O)c1ccc2c(c1)ncn2-c1cccc(N2CCNCC2)c1. Reaction SMILES: [C:1]([CH3:2])(=[O:3])[c:4]1[cH:5][c:6]2[c:7]([n:8](-[c:11]3[cH:12][c:13]([N:17]4[CH2:18][CH2:19][N:20]([C:23](=[N:24][OH:25])[CH3:26])[CH2:21][CH2:22]4)[cH:14][cH:15][cH:16]3)[cH:9][n:10]2)[cH:27][cH:28]1.[CH2:31]([CH2:32][O:33][CH3:34])[O:35][CH3:36].[Na+:30].[OH-:29]>>[C:1]([CH3:2])(=[O:3])[c:4]1[cH:5][c:6]2[c:7]([n:8](-[c:11]3[cH:12][c:13]([N:17]4[CH2:18][CH2:19][NH:20][CH2:21][CH2:22]4)[cH:14][cH:15][cH:16]3)[cH:9][n:10]2)[cH:27][cH:28]1. Starting materials: C, Cc1cccc(C)c1N1C=C(C(=O)OCc2ccccc2)CCC1=O, CCO, [H][H], [Pd]. The product is Cc1cccc(C)c1N1C=C(C(=O)O)CCC1=O. As a reaction SMILES: [C:31].[CH3:1][c:2]1[c:3]([N:9]2[CH:10]=[C:11]([C:16](=[O:17])[O:18][CH2:19][c:20]3[cH:21][cH:22][cH:23][cH:24][cH:25]3)[CH2:12][CH2:13][C:14]2=[O:15])[c:4]([CH3:8])[cH:5][cH:6][cH:7]1.[CH3:28][CH2:29][OH:30].[H:26][H:27].[Pd:32]>>[CH3:1][c:2]1[c:3]([N:9]2[CH:10]=[C:11]([C:16](=[O:17])[OH:18])[CH2:12][CH2:13][C:14]2=[O:15])[c:4]([CH3:8])[cH:5][cH:6][cH:7]1. Reactants: CN(CCOC1=CC=C(C(C2=CC=CC=C2)O)C=C1)C (4-(2-dimethylaminoethoxy)benzhydrol), N1C(=CC2=CC=CC=C12)C(=O)OCC (ethyl indole-2-carboxylate). Product: CN(CCOC1=CC=C(C(C2=CC=CC=C2)C2=C(NC3=CC=CC=C23)C(=O)OCC)C=C1)C (Ethyl 3-[4-(2-dimethylaminoethoxy)benzhydryl]-indole-2-carboxylate). Yield: 86.2%. RXN SMILES: [CH3:1][N:2]([CH3:20])[CH2:3][CH2:4][O:5][C:6]1[CH:19]=[CH:18][C:9]([CH:10](O)[C:11]2[CH:16]=[CH:15][CH:14]=[CH:13][CH:12]=2)=[CH:8][CH:7]=1.[NH:21]1[C:29]2[C:24](=[CH:25][CH:26]=[CH:27][CH:28]=2)[CH:23]=[C:22]1[C:30]([O:32][CH2:33][CH3:34])=[O:31]>>[CH3:1][N:2]([CH3:20])[CH2:3][CH2:4][O:5][C:6]1[CH:19]=[CH:18][C:9]([CH:10]([C:23]2[C:24]3[C:29](=[CH:28][CH:27]=[CH:26][CH:25]=3)[NH:21][C:22]=2[C:30]([O:32][CH2:33][CH3:34])=[O:31])[C:11]2[CH:16]=[CH:15][CH:14]=[CH:13][CH:12]=2)=[CH:8][CH:7]=1. Procedure: Substantially the same procedure as in Reference Example 5 was repeated using 4-(2-dimethylaminoethoxy)benzhydrol (14.78 g, 54.5 mmol) and ethyl indole-2-carboxylate (11.3 g, 59.9 mmol) to give 20.8 g (yield: 86%) of the title compound. The reactants are CN1C=C(C2=CC=CC=C12)C=1C(NC(C1C1=CN(C2=CC(=CC=C12)[N+](=O)[O-])C)=O)=O (3-(1-Methyl-3-indolyl)-4-(1-methyl-6-nitro-3-indolyl)-1H-pyrrole-2,5-dione), CN(C)C=O (DMF), C(=O)([O-])[O-].[Cs+].[Cs+] (Cs2CO3), chloromethyl ester. Reaction conditions: time 30 minute. Product: CN1C=C(C2=CC=CC=C12)C=1C(N(C(C1C1=CN(C2=CC(=CC=C12)[N+](=O)[O-])C)=O)COC(CCCCCCCCC)=O)=O (decanoic acid 3-(1-methyl-1H-indol-3-yl)-4-(1-methyl-6-nitro-1H-indol-3-yl)-2,5-dioxo-2,5-dihydro-pyrrol-1-ylmethyl ester). Isolated yield 58.0%. Reaction SMILES: [CH3:1][N:2]1[C:10]2[C:5](=[CH:6][CH:7]=[CH:8][CH:9]=2)[C:4]([C:11]2[C:12](=[O:30])[NH:13][C:14](=[O:29])[C:15]=2[C:16]2[C:24]3[C:19](=[CH:20][C:21]([N+:25]([O-:27])=[O:26])=[CH:22][CH:23]=3)[N:18]([CH3:28])[CH:17]=2)=[CH:3]1.[C:31]([O-:34])([O-])=O.[Cs+].[Cs+].CN([CH:40]=[O:41])C>>[CH3:1][N:2]1[C:10]2[C:5](=[CH:6][CH:7]=[CH:8][CH:9]=2)[C:4]([C:11]2[C:12](=[O:30])[N:13]([CH2:31][O:34][C:40](=[O:41])[CH2:15][CH2:11][CH2:4][CH2:5][CH2:6][CH2:7][CH2:8][CH2:9][CH3:10])[C:14](=[O:29])[C:15]=2[C:16]2[C:24]3[C:19](=[CH:20][C:21]([N+:25]([O-:27])=[O:26])=[CH:22][CH:23]=3)[N:18]([CH3:28])[CH:17]=2)=[CH:3]1 |f:1.2.3|. Reported procedure: 3-(1-Methyl-3-indolyl)-4-(1-methyl-6-nitro-3-indolyl)-1H-pyrrole-2,5-dione (20 mg 0.05 mmol) (See Davis U.S. Pat. No. 5,057,614) was dissolved in DMF and treated with Cs2CO3 (49 mg, 0.15 mmol) for a few minutes, the chloromethyl ester (33 mg, 0.15 mmol) prepared in step a) above was added and the reaction was stirred at room temperature for 30 minutes. Aqueous workup, followed by purification by flash chromatography yielded decanoic acid 3-(1-methyl-1H-indol-3-yl)-4-(1-methyl-6-nitro-1H-indol-3-... The reactants are ClC1=NC2=CC=C(C=C2C=C1)Cl (2,6-dichloroquinoline), COC=1C=C(CN)C=CC1 (3-methoxybenzylamine), C(C1=CC=CC=C1)N (benzylamine). Product: C(C1=CC=CC=C1)NC=1C=C2C=CC(=NC2=CC1)NCC1=CC(=CC=C1)OC (N6-Benzyl-N2-(3-methoxy-benzyl)-quinoline-2,6-diamine). As a reaction SMILES: Cl[C:2]1[CH:11]=[CH:10][C:9]2[C:4](=[CH:5][CH:6]=[C:7](Cl)[CH:8]=2)[N:3]=1.[CH3:13][O:14][C:15]1[CH:16]=[C:17]([CH:20]=[CH:21][CH:22]=1)[CH2:18][NH2:19].[CH2:23]([NH2:30])[C:24]1[CH:29]=[CH:28][CH:27]=[CH:26][CH:25]=1>>[CH2:23]([NH:30][C:7]1[CH:8]=[C:9]2[C:4](=[CH:5][CH:6]=1)[N:3]=[C:2]([NH:19][CH2:18][C:17]1[CH:20]=[CH:21][CH:22]=[C:15]([O:14][CH3:13])[CH:16]=1)[CH:11]=[CH:10]2)[C:24]1[CH:29]=[CH:28][CH:27]=[CH:26][CH:25]=1. Procedure details: The title compound, MS: m/e=370.0 (M+H+), was prepared in accordance with the general method of example 1 from 2,6-dichloroquinoline, 3-methoxybenzylamine and benzylamine. Reactants: FC1=CC=C(C=C1)C1NCCC1 ((RS)-2-(4-fluoro-phenyl)-pyrrolidine), C1(=CC=CC=C1)S(=O)(=O)Cl (benzenesulfonyl chloride). Product: C1(=CC=CC=C1)S(=O)(=O)N1C(CCC1)C1=CC=C(C=C1)F ((RS)-1- Benzenesulfonyl-2-(4-fluoro-phenyl)-pyrrolidine). As a reaction SMILES: [F:1][C:2]1[CH:7]=[CH:6][C:5]([CH:8]2[CH2:12][CH2:11][CH2:10][NH:9]2)=[CH:4][CH:3]=1.[C:13]1([S:19](Cl)(=[O:21])=[O:20])[CH:18]=[CH:17][CH:16]=[CH:15][CH:14]=1>>[C:13]1([S:19]([N:9]2[CH2:10][CH2:11][CH2:12][CH:8]2[C:5]2[CH:4]=[CH:3][C:2]([F:1])=[CH:7][CH:6]=2)(=[O:21])=[O:20])[CH:18]=[CH:17][CH:16]=[CH:15][CH:14]=1. Procedure: The title compound, white solid, m.p. 100° C. and MS: m/e=305 (M+) was prepared in accordance with the general method of example 1e from (RS)-2-(4-fluoro-phenyl)-pyrrolidine and benzenesulfonyl chloride. Reactants: N1(CCC(CC1)C(=O)[O-])C(=O)OC(C)(C)C (mono-tert-butyl piperidine-1,4-dicarboxylate), NC(C(=O)C1=CC=C(C=C1)Cl)C (2-amino-1-(4-chlorophenyl)-propane-1-one). Yields the product ClC1=CC=C(C=C1)C1=C(N=C(O1)C1CCNCC1)C (4-[5-(4-chlorophenyl)-4-methyloxazol-2-yl]-piperidine). As a reaction SMILES: [N:1]1(C(OC(C)(C)C)=O)[CH2:6][CH2:5][CH:4]([C:7]([O-:9])=O)[CH2:3][CH2:2]1.[NH2:17][CH:18]([CH3:28])[C:19]([C:21]1[CH:26]=[CH:25][C:24]([Cl:27])=[CH:23][CH:22]=1)=O>>[Cl:27][C:24]1[CH:23]=[CH:22][C:21]([C:19]2[O:9][C:7]([CH:4]3[CH2:3][CH2:2][NH:1][CH2:6][CH2:5]3)=[N:17][C:18]=2[CH3:28])=[CH:26][CH:25]=1. Reported procedure: Starting from mono-tert-butyl piperidine-1,4-dicarboxylate and 2-amino-1-(4-chlorophenyl)-propane-1-one (see J. Med. Chem. 1974, 416) (V-27) may be prepared analogously to (V-26) (see 73.1 and 73.2). Analytical HPLC-MS (method B): RT=1.30 min.